This data is from the Open Reaction Database (ORD), a public repository of structured organic reaction records. The task is: describe an organic reaction: reactants, conditions, products, and yield The yield is 34.1%. Run at time 3 hour. Reaction SMILES: Br[C:2]1[CH:3]=[CH:4][C:5]2[O:10][C:9]([CH3:12])([CH3:11])[C:8](=[O:13])[NH:7][C:6]=2[CH:14]=1.C([O-])(=O)C.[K+].Br[C:21]1[N:22]=[C:23]2[C:29]([C:30](=[O:35])[C:31]([CH3:34])([CH3:33])[CH3:32])=[CH:28][NH:27][C:24]2=[N:25][CH:26]=1.C(=O)([O-])[O-].[K+].[K+].C(=O)(O)[O-].[Na+]>O1CCOCC1.O.[Pd].[Cl-].[Cl-].C1(P([C-]2C=CC=C2)C2C=CC=CC=2)C=CC=CC=1.[C-]1(P(C2C=CC=CC=2)C2C=CC=CC=2)C=CC=C1.[Fe+2].[Pd+2].C(OCC)(=O)C>[CH3:32][C:31]([CH3:34])([CH3:33])[C:30]([C:29]1[C:23]2[C:24](=[N:25][CH:26]=[C:21]([C:2]3[CH:3]=[CH:4][C:5]4[O:10][C:9]([CH3:12])([CH3:11])[C:8](=[O:13])[NH:7][C:6]=4[CH:14]=3)[N:22]=2)[NH:27][CH:28]=1)=[O:35] |f:1.2,4.5.6,7.8,12.13.14.15.16.17|. Reagents/catalysts: [Pd] (palladium), [Cl-].[Cl-].C1(=CC=CC=C1)P(C1=CC=CC=C1)[C-]1C=CC=C1.[C-]1(C=CC=C1)P(C1=CC=CC=C1)C1=CC=CC=C1.[Fe+2].[Pd+2] (Palladium bis(diphenylphosphino)ferrocene dichloride), [Cl-].[Cl-].C1(=CC=CC=C1)P(C1=CC=CC=C1)[C-]1C=CC=C1.[C-]1(C=CC=C1)P(C1=CC=CC=C1)C1=CC=CC=C1.[Fe+2].[Pd+2] (palladium bis(diphenylphosphino)ferrocene dichloride). Yields the product CC(C(=O)C1=CNC2=NC=C(N=C21)C=2C=CC1=C(NC(C(O1)(C)C)=O)C2)(C)C (6-[7-(2,2-Dimethyl-propionyl)-5H-pyrrolo[2,3-b]pyrazin-2-yl]-2,2-dimethyl-4H-benzo[1,4]oxazin-3-one). Run in O1CCOCC1 (1,4-dioxane), C(C)(=O)OCC (ethyl acetate), O1CCOCC1 (1,4-dioxane), O (water). Procedure details: 6-Bromo-2,2-dimethyl-4H-benzo[1,4]oxazin-3-one (61 mg, 0.24 mmol, Bioorg. Med. Chem., 15 (2007), 5912) and bispinacolato diboron (73 mg, 0.29 mmol) were dissolved in 2.5 ml 1,4-dioxane. The solution and flask were purged with argon. Potassium acetate (59 mg, 0.6 mmol) and palladium bis(diphenylphosphino)ferrocene dichloride (10 mg, 0.012 mmol) were added and the sealed reaction was stirred at 100 C. for 3 hr. The reaction was cooled to room temperature and 1-(2-bromo-5H-pyrrolo[2,3-b]pyrazin-7-y... Reactants: BrC=1C=CC2=C(NC(C(O2)(C)C)=O)C1 (6-Bromo-2,2-dimethyl-4H-benzo[1,4]oxazin-3-one), bispinacolato diboron, C([O-])(O)=O.[Na+] (sodium bicarbonate), C([O-])([O-])=O.[K+].[K+] (potassium carbonate), C(C)(=O)[O-].[K+] (Potassium acetate), BrC=1N=C2C(=NC1)NC=C2C(C(C)(C)C)=O (1-(2-bromo-5H-pyrrolo[2,3-b]pyrazin-7-yl)-2,2-dimethyl-propan-1-one). The reactants are OCC(CO)(CO)CO (pentaerythritol), C(CCCCCCCCCCCCCCCCCCCCC)(=O)O (behenic acid), [Sn] (tin), C(CCCCC(=O)O)(=O)O (adipic acid), [Sn] (tin). Product: C(CCCCCCCCCCCCCCCCCCCCC)(=O)O.C(CCCCC(=O)O)(=O)O.OCC(CO)(CO)CO (pentaerythritol adipate behenate). As a reaction SMILES: [OH:1][CH2:2][C:3]([CH2:8][OH:9])([CH2:6][OH:7])[CH2:4][OH:5].[C:10]([OH:33])(=[O:32])[CH2:11][CH2:12][CH2:13][CH2:14][CH2:15][CH2:16][CH2:17][CH2:18][CH2:19][CH2:20][CH2:21][CH2:22][CH2:23][CH2:24][CH2:25][CH2:26][CH2:27][CH2:28][CH2:29][CH2:30][CH3:31].[Sn].[C:35]([OH:44])(=[O:43])[CH2:36][CH2:37][CH2:38][CH2:39][C:40]([OH:42])=[O:41]>>[C:10]([OH:33])(=[O:32])[CH2:11][CH2:12][CH2:13][CH2:14][CH2:15][CH2:16][CH2:17][CH2:18][CH2:19][CH2:20][CH2:21][CH2:22][CH2:23][CH2:24][CH2:25][CH2:26][CH2:27][CH2:28][CH2:29][CH2:30][CH3:31].[C:35]([OH:44])(=[O:43])[CH2:36][CH2:37][CH2:38][CH2:39][C:40]([OH:42])=[O:41].[OH:1][CH2:2][C:3]([CH2:8][OH:9])([CH2:6][OH:7])[CH2:4][OH:5] |f:4.5.6,^3:33|. Reported procedure: Following the procedure of Example A, 78.2 g (0.575 mole) pentaerythritol and 335.3 g (0.986 mole) behenic acid were reacted for 2 hours at 200° to 210° C. in the presence of 0.25 g tin powder. 72.0 g (0.49 mole) adipic acid and 0.25 g tin powder were then added to the reaction mixture before it was heated for another 2 hours to 210° C. in an increasing vacuum (final pressure 10 to 20 mbar). After filtration under pressure and cooling, the pentaerythritol adipate behenate (7:6:12) (material C; 3...